This data is from the Open Reaction Database (ORD), a public repository of structured organic reaction records. The task is: describe an organic reaction: reactants, conditions, products, and yield Starting materials: O=C(C=C1C(P(CC1)C1=CC=CC=C1)(C1=CC=CC=C1)C1=CC=CC=C1)C (2-oxopropylidenetri phenylphospholane), C(=O)C=1C(=C(C(=O)OC)C=CC1S(=O)(=O)C)C (methyl 3-formyl-4-methanesulfonyl-2-methylbenzoate). RXN SMILES: [O:1]=[C:2]([CH3:27])[CH:3]=C1CCP(C2C=CC=CC=2)C1(C1C=CC=CC=1)C1C=CC=CC=1.[CH:28]([C:30]1[C:31]([CH3:44])=[C:32]([CH:37]=[CH:38][C:39]=1[S:40]([CH3:43])(=[O:42])=[O:41])[C:33]([O:35][CH3:36])=[O:34])=O>C1C=CC=CC=1>[CH3:43][S:40]([C:39]1[CH:38]=[CH:37][C:32]([C:33]([O:35][CH3:36])=[O:34])=[C:31]([CH3:44])[C:30]=1[CH:28]=[CH:3][C:2](=[O:1])[CH3:27])(=[O:42])=[O:41]. Run in C1=CC=CC=C1 (benzene). Product: CS(=O)(=O)C1=C(C(=C(C(=O)OC)C=C1)C)C=CC(C)=O (methyl 4-methanesulfonyl-3-(3-oxo-1-butenyl)-2-methylbenzoate). Reported procedure: 30 ml of benzene and then 3.85 g (0.012 mol) of 2-oxopropylidenetri phenylphospholane were added to 3.1 g (0.012 mol) of methyl 3-formyl-4-methanesulfonyl-2-methylbenzoate, followed by stirring for 1 hour under heating reflux. After the solution was allowed to cool, insoluble substance was removed by filtration, and the solvent was concentrated under reduced pressure to obtain methyl 4-methanesulfonyl-3-(3-oxo-1-butenyl)-2-methylbenzoate. Methyl 4-methanesulfonyl-3-(3-oxo-1-butenyl)-2-methylbenz... Run at time 1 hour.